From a dataset of the Open Reaction Database (ORD), a public repository of structured organic reaction records. describe an organic reaction: reactants, conditions, products, and yield Starting materials: ClC1=CC2=C(NC(=NS2(=O)=O)NC(C)C)C(=C1)[N+](=O)[O-] (7-chloro-3-isopropylamino-5-nitro-4H-1,2,4-benzothiadiazine 1,1-dioxide), Cl (hydrochloric acid). Run in C(C)(=O)O (acetic acid). Run at time 12 hour. The product is NC1=CC(=CC2=C1NC(=NS2(=O)=O)NC(C)C)Cl (5-Amino-7-chloro-3-isopropylamino-4H-1,2,4-benzothiadiazine 1,1-dioxide). Isolated yield 49.5%. RXN SMILES: [Cl:1][C:2]1[CH:17]=[C:16]([N+:18]([O-])=O)[C:5]2[NH:6][C:7]([NH:12][CH:13]([CH3:15])[CH3:14])=[N:8][S:9](=[O:11])(=[O:10])[C:4]=2[CH:3]=1.Cl>C(O)(=O)C>[NH2:18][C:16]1[C:5]2[NH:6][C:7]([NH:12][CH:13]([CH3:14])[CH3:15])=[N:8][S:9](=[O:10])(=[O:11])[C:4]=2[CH:3]=[C:2]([Cl:1])[CH:17]=1. Reported procedure: To a stirred suspension of 7-chloro-3-isopropylamino-5-nitro-4H-1,2,4-benzothiadiazine 1,1-dioxide (200 mg; 0.63 mmol) and zink (200 mg; 3.06 mmol) in acetic acid (20 ml) was added 36% hydrochloric acid (0.3 ml). The mixture was stirred for 12 hr. After filtration and concentation in vacuo the crude product was purified by column chromatography eluting with ethyl acetate:ethanol (9:1). Concentration of the appropriate fractions produced 90 mg of the title compound; m.p. >230° C. Reactants: O([Si](C)(C)C(C)(C)C)CCC1OC2=C(NC1=O)C=CC=C2 (2-(2-tert-butyldimethylsiloxyethyl)-3,4-dihydro-3-oxo-2H-1,4-benzoxazine), methanesulfonate ester, COC1=C(CO)C=CC=C1 (2-methoxybenzyl alcohol). Product: OCCC1OC2=C(N(C1=O)CC1=C(C=CC=C1)OC)C=CC=C2 (3,4-Dihydro-2-(2-hydroxyethyl)-4-(2-methoxybenzyl)-3-oxo-2H-1,4-benzoxazine). Reaction SMILES: [O:1]([CH2:9][CH2:10][CH:11]1[C:16](=[O:17])[NH:15][C:14]2[CH:18]=[CH:19][CH:20]=[CH:21][C:13]=2[O:12]1)[Si](C(C)(C)C)(C)C.[CH3:22][O:23][C:24]1[CH:31]=[CH:30][CH:29]=[CH:28][C:25]=1[CH2:26]O>>[OH:1][CH2:9][CH2:10][CH:11]1[C:16](=[O:17])[N:15]([CH2:26][C:25]2[CH:28]=[CH:29][CH:30]=[CH:31][C:24]=2[O:23][CH3:22])[C:14]2[CH:18]=[CH:19][CH:20]=[CH:21][C:13]=2[O:12]1. Procedure details: Prepared from 2-(2-tert-butyldimethylsiloxyethyl)-3,4-dihydro-3-oxo-2H-1,4-benzoxazine by methods F and G, alkylating with the methanesulfonate ester of 2-methoxybenzyl alcohol, in 47% overall yield as a light yellow gum after flash chromatography, eluting with EtOAc/hexanes, IR (Neat) 3436, 2941, 1583, 1683, 1501, 1466, 1403, 1281, 1246, 1113, 1052, 751 cm-1 ; 1H NMR (CDCl3) δ 2.18-2.36 (m, 2H), 2.39 (br t, J=6.0 Hz, 1H), 3.90 (s, 3H), 3.92 (br q, J=5.5 Hz, 2H), 4.85 (dd, J=7.4, 5.7 Hz, 1H), 5....